Dataset: the Open Reaction Database (ORD), a public repository of structured organic reaction records. Task: describe an organic reaction: reactants, conditions, products, and yield Reactants: O.[OH-].[Li+] (Lithium hydroxide monohydrate), COC([C@@H](NC(C(F)(F)F)=O)CC1=CC(=C(C(=C1)I)OCC1=CC=C(C=C1)OC1=CC=C(C=C1)O)I)=O (N-trifluoroacetyl-O-[4-(4-hydroxy-phenoxy)benzyl]-3,5-diiodo-L-tyrosine methyl ester), Cl (hydrochloric acid). Solvent: O (water), O1CCCC1 (tetrahydrofuran), O (water). Reaction conditions: time 16 hour. The product is OC1=CC=C(OC2=CC=C(COC3=C(C=C(C[C@H](N)C(=O)O)C=C3I)I)C=C2)C=C1 (O-[4-(4-hydroxyphenoxy)benzyl]-3,5-diiodo-L-tyrosine). Isolated yield 94.0%. As a reaction SMILES: O.[OH-].[Li+].C[O:5][C:6](=[O:40])[C@H:7]([CH2:15][C:16]1[CH:21]=[C:20]([I:22])[C:19]([O:23][CH2:24][C:25]2[CH:30]=[CH:29][C:28]([O:31][C:32]3[CH:37]=[CH:36][C:35]([OH:38])=[CH:34][CH:33]=3)=[CH:27][CH:26]=2)=[C:18]([I:39])[CH:17]=1)[NH:8]C(=O)C(F)(F)F.Cl>O1CCCC1.O>[OH:38][C:35]1[CH:34]=[CH:33][C:32]([O:31][C:28]2[CH:29]=[CH:30][C:25]([CH2:24][O:23][C:19]3[C:18]([I:39])=[CH:17][C:16]([CH2:15][C@@H:7]([C:6]([OH:40])=[O:5])[NH2:8])=[CH:21][C:20]=3[I:22])=[CH:26][CH:27]=2)=[CH:37][CH:36]=1 |f:0.1.2|. Reported procedure: Lithium hydroxide monohydrate (47 mg, 1.12 mmol) was added to a solution of N-trifluoroacetyl-O-[4-(4-hydroxy-phenoxy)benzyl]-3,5-diiodo-L-tyrosine methyl ester (235 mg, 0.317 mmol) in tetrahydrofuran (2 ml)-water (1 ml) under ice cooling and the mixture was reacted at room temperature for 7.5 hrs., and then at 0-5° C. for 16 hrs. The reaction mixture was diluted with water, adjusted to pH 4-5 under ice cooling with 1N hydrochloric acid (0.79 ml) and stirred at room temperature for 1.5 hrs. The ...